Dataset: the Open Reaction Database (ORD), a public repository of structured organic reaction records. Task: describe an organic reaction: reactants, conditions, products, and yield Reactants: COC(C1=CC(=CC=C1)S(NCC1(CCC1)C(=O)OC(C)(C)C)(=O)=O)=O (3-[(1-tert-Butoxycarbonyl-cyclobutylmethyl)-sulfamoyl]-benzoic acid methyl ester), [OH-].[Na+] (NaOH). Run in C1CCOC1 (THF). Run at time 2 hour. Yields the product C(C)(C)(C)OC(=O)C1(CCC1)CNS(=O)(=O)C=1C=C(C(=O)O)C=CC1 (3-[(1-tert-Butoxycarbonyl-cyclobutylmethyl)-sulfamoyl]-benzoic acid). RXN SMILES: C[O:2][C:3](=[O:26])[C:4]1[CH:9]=[CH:8][CH:7]=[C:6]([S:10](=[O:25])(=[O:24])[NH:11][CH2:12][C:13]2([C:17]([O:19][C:20]([CH3:23])([CH3:22])[CH3:21])=[O:18])[CH2:16][CH2:15][CH2:14]2)[CH:5]=1.[OH-].[Na+]>C1COCC1>[C:20]([O:19][C:17]([C:13]1([CH2:12][NH:11][S:10]([C:6]2[CH:5]=[C:4]([CH:9]=[CH:8][CH:7]=2)[C:3]([OH:26])=[O:2])(=[O:25])=[O:24])[CH2:14][CH2:15][CH2:16]1)=[O:18])([CH3:23])([CH3:21])[CH3:22] |f:1.2|. Procedure details: A solution of 3-[(1-tert-butoxycarbonyl-cyclobutylmethyl)-sulfamoyl]-benzoic acid methyl ester (step 3) (1.87 g, 4.88 mmol) in THF (25 ml) was treated with 2M NaOH (aq) (24.38 ml, 48.8 mmol) and stirred at RT for 2 h. The reaction mixture was partitioned between diethyl ether and water. The aqueous portion was separated and acidified to pH 1 with 2N HCl, and extracted with EtOAc, and the combined organic portions were washed with brine, dried over MgSO4 and concentrated in vacuo to afford the ti... Starting materials: S1C=CC=C1 (thiophene), CC=1C=C(C(=O)N2C(CC(CC2)=O)CC2=CC=CC=C2)C=C(C1)C ((±)-1-(3,5dimethylbenzoyl)-2-(phenylmethyl)-4-piperidinone), C1(=CC=CC=C1)C(N1CCNCC1)C1=CC=CC=C1 (1-(diphenylmethyl) piperazine), [O-]CCCC.[O-]CCCC.[O-]CCCC.[Al+3] (aluminum tributoxide), [H][H] (hydrogen). Reagents/catalysts: [Pd] (palladium on activated carbon). Run in C1(=CC=CC=C1)C (toluene). Product: C1(=CC=CC=C1)CC1NCCC(C1)=O ((±)-2-(phenylmethyl)-4-piperidinone), CC=1C=C(C(=O)N2C(CC(CC2)=O)CC2=CC=CC=C2)C=C(C1)C ((±)-1-(3,5dimethylbenzoyl)-2-(phenylmethyl)-4-piperidinone). RXN SMILES: [CH3:1][C:2]1[CH:3]=[C:4]([CH:21]=[C:22]([CH3:24])[CH:23]=1)[C:5]([N:7]1[CH2:12][CH2:11][C:10](=[O:13])[CH2:9][CH:8]1[CH2:14][C:15]1[CH:20]=[CH:19][CH:18]=[CH:17][CH:16]=1)=[O:6].C1(C(C2C=CC=CC=2)N2CCNCC2)C=CC=CC=1.[O-]CCCC.[O-]CCCC.[O-]CCCC.[Al+3].S1C=CC=C1.[H][H]>C1(C)C=CC=CC=1.[Pd]>[C:15]1([CH2:14][CH:8]2[CH2:9][C:10](=[O:13])[CH2:11][CH2:12][NH:7]2)[CH:16]=[CH:17][CH:18]=[CH:19][CH:20]=1.[CH3:24][C:22]1[CH:21]=[C:4]([CH:3]=[C:2]([CH3:1])[CH:23]=1)[C:5]([N:7]1[CH2:12][CH2:11][C:10](=[O:13])[CH2:9][CH:8]1[CH2:14][C:15]1[CH:20]=[CH:19][CH:18]=[CH:17][CH:16]=1)=[O:6] |f:2.3.4.5|. Procedure details: A mixture of intermediate 2 (3.2 g), 1-(diphenylmethyl) piperazine (2.5 g) and aluminum tributoxide (2 g) in toluene (250 ml) was hydrogenated for 48 hours at 50° C., with palladium on activated carbon (10%; 2 g) as a catalyst in the presence of thiophene (4% solution; 1 ml). After uptake of hydrogen (1 equiv), the catalyst was filtered off and the filtrate was evaporated. The residue was purified by high-performance liquid chromatography over silica gel (eluent: CH2Cl2/CH3OH 100/0, upgrading to... The reactants are ClCCl, O=COc1ccc([N+](=O)[O-])cc1, NCc1ccccc1N. The product is Nc1ccccc1CNC=O. Reaction SMILES: [CH2:22]([Cl:23])[Cl:24].[CH:10](=[O:11])[O:12][c:13]1[cH:14][cH:15][c:16]([N+:17]([O-:18])=[O:19])[cH:20][cH:21]1.[NH2:1][CH2:2][c:3]1[c:4]([NH2:5])[cH:6][cH:7][cH:8][cH:9]1>>[NH:1]([CH2:2][c:3]1[c:4]([NH2:5])[cH:6][cH:7][cH:8][cH:9]1)[CH:10]=[O:11].